This data is from the Open Reaction Database (ORD), a public repository of structured organic reaction records. The task is: describe an organic reaction: reactants, conditions, products, and yield Starting materials: [BH3-]C#N, C=O, CC(=O)O, CO, [Na+], c1ncc(-c2ccc(Nc3nc4c(c(NCC5CCCO5)n3)CNCC4)cc2)o1. Yields the product CN1CCc2nc(Nc3ccc(-c4cnco4)cc3)nc(NCC3CCCO3)c2C1. As a reaction SMILES: [C:36]([BH3-:37])#[N:38].[CH2:34]=[O:35].[CH3:30][C:31](=[O:32])[OH:33].[CH3:40][OH:41].[Na+:39].[o:1]1[cH:2][n:3][cH:4][c:5]1-[c:6]1[cH:7][cH:8][c:9]([NH:12][c:13]2[n:14][c:15]([NH:23][CH2:24][CH:25]3[O:26][CH2:27][CH2:28][CH2:29]3)[c:16]3[c:17]([n:18]2)[CH2:19][CH2:20][NH:21][CH2:22]3)[cH:10][cH:11]1>>[o:1]1[cH:2][n:3][cH:4][c:5]1-[c:6]1[cH:7][cH:8][c:9]([NH:12][c:13]2[n:14][c:15]([NH:23][CH2:24][CH:25]3[O:26][CH2:27][CH2:28][CH2:29]3)[c:16]3[c:17]([n:18]2)[CH2:19][CH2:20][N:21]([CH3:30])[CH2:22]3)[cH:10][cH:11]1. The reactants are [BH3-]C#N, CC(=O)CCc1ccccc1, CO, Cl, NC(=O)c1c(OCc2ccccc2)ccc2c1CCC(N)C2O, [Na+], O. The product is Cl, CC(CCc1ccccc1)NC1CCc2c(ccc(OCc3ccccc3)c2C(N)=O)C1O. As a reaction SMILES: [C:36]([BH3-:37])#[N:38].[CH2:25]([c:26]1[cH:27][cH:28][cH:29][cH:30][cH:31]1)[CH2:32][C:33]([CH3:34])=[O:35].[CH3:40][OH:41].[ClH:1].[NH2:2][CH:3]1[CH:4]([OH:24])[c:5]2[cH:6][cH:7][c:8]([O:16][CH2:17][c:18]3[cH:19][cH:20][cH:21][cH:22][cH:23]3)[c:9]([C:13](=[O:14])[NH2:15])[c:10]2[CH2:11][CH2:12]1.[Na+:39].[OH2:42]>>[ClH:1].[NH:2]([CH:3]1[CH:4]([OH:24])[c:5]2[cH:6][cH:7][c:8]([O:16][CH2:17][c:18]3[cH:19][cH:20][cH:21][cH:22][cH:23]3)[c:9]([C:13](=[O:14])[NH2:15])[c:10]2[CH2:11][CH2:12]1)[CH:33]([CH2:32][CH2:25][c:26]1[cH:27][cH:28][cH:29][cH:30][cH:31]1)[CH3:34]. Reactants: NCC1=CC(=CC=C1)CN (α,α′-Diamino-m-xylene), C1=C(C=CC2=CC=CC=C12)S(=O)(=O)Cl (naphthalene-2-sulfonyl chloride). Solvent: O1CCOCC1 (1,4-dioxane), O1CCOCC1 (1,4-dioxane). Conditions: time 8 hour. The product is NCC=1C=C(CNS(=O)(=O)C2=CC3=CC=CC=C3C=C2)C=CC1 (Naphthalene-2-sulfonic Acid (3-aminomethylbenzyl)amide). Yield: 55.7%. As a reaction SMILES: [NH2:1][CH2:2][C:3]1[CH:8]=[CH:7][CH:6]=[C:5]([CH2:9][NH2:10])[CH:4]=1.[CH:11]1[C:20]2[C:15](=[CH:16][CH:17]=[CH:18][CH:19]=2)[CH:14]=[CH:13][C:12]=1[S:21](Cl)(=[O:23])=[O:22]>O1CCOCC1>[NH2:1][CH2:2][C:3]1[CH:4]=[C:5]([CH:6]=[CH:7][CH:8]=1)[CH2:9][NH:10][S:21]([C:12]1[CH:13]=[CH:14][C:15]2[C:20](=[CH:19][CH:18]=[CH:17][CH:16]=2)[CH:11]=1)(=[O:23])=[O:22]. Procedure: α,α′-Diamino-m-xylene (24 g, 176 mmol) was dissolved in 50 ml 1,4-dioxane, and at 15-20° C. naphthalene-2-sulfonyl chloride (4 g, 17.6 mmol) dissolved in 50 ml of 1,4-dioxane was slowly added over 3 hours under stirring. Stirring was continued at RT. After standing overnight the formed precipitate was filtered off and the filtrate concentrated in vacuo. The residue was distributed between DCM and water. The organic layer was separated and washed with water and 1 N HCl. The oily layer formed betw... The reactants are C1(CCCCC1)[Mg]Br.O1CCCC1 (cyclohexylmagnesium bromide tetrahydrofuran), CC=1SC(=CC1C=O)C (2,5-dimethylthiophene-3-carbaldehyde), [Cl-].[NH4+] (ammonium chloride). The solvent is O1CCCC1 (tetrahydrofuran). Run at time 1 hour. Product: C1(CCCCC1)C(O)C1=C(SC(=C1)C)C (cyclohexyl(2,5-dimethylthiophen-3-yl)methanol). The yield is 72.0%. As a reaction SMILES: [CH3:1][C:2]1[S:3][C:4]([CH3:9])=[CH:5][C:6]=1[CH:7]=[O:8].[CH:10]1([Mg]Br)[CH2:15][CH2:14][CH2:13][CH2:12][CH2:11]1.O1CCCC1.[Cl-].[NH4+]>O1CCCC1>[CH:10]1([CH:7]([C:6]2[CH:5]=[C:4]([CH3:9])[S:3][C:2]=2[CH3:1])[OH:8])[CH2:15][CH2:14][CH2:13][CH2:12][CH2:11]1 |f:1.2,3.4|. Procedure: To a solution of 2,5-dimethylthiophene-3-carbaldehyde (562 mg) synthesized above in tetrahydrofuran (10 mL) was added dropwise 1.0M cyclohexylmagnesium bromide-tetrahydrofuran solution (6.02 mL) at 0° C., and the mixture was stirred for 1 hr. Saturated aqueous ammonium chloride solution was added to quench the reaction, tetrahydrofuran was evaporated using evaporator, and the mixture was extracted with ethyl acetate. The extract was washed with saturated brine, dried over magnesium sulfate, and ... The reactants are CCN(C(C)C)C(C)C (DIEA), O1CCN(CC1)C=1C=2N(C(=CN1)C1=CC=C(C=C1)N1N=CN(C1=O)COCC[Si](C)(C)C)C=C(N2)CCC2=NC1=CC=CC=C1C=C2 (1-(4-(8-Morpholino-2-(2-(quinolin-2-yl)ethyl)imidazo[1,2-a]pyrazin-5-yl)phenyl)-4-((2-(trimethylsilyl)ethoxy)methyl)-1H-1,2,4-triazol-5(4H)-one), C(Cl)Cl.C(=O)(C(F)(F)F)O.O (DCM TFA water), CCO (EtOH). Solvent: C(Cl)(Cl)Cl (CHCl3). Reaction conditions: time 14 hour. Yields the product O1CCN(CC1)C=1C=2N(C(=CN1)C1=CC=C(C=C1)N1N=CNC1=O)C=C(N2)CCC2=NC1=CC=CC=C1C=C2 (1-(4-(8-Morpholino-2-(2-(quinolin-2-yl)ethyl)imidazo[1,2-a]pyrazin-5-yl)phenyl)-1H-1,2,4-triazol-5(4H)-one). RXN SMILES: [O:1]1[CH2:6][CH2:5][N:4]([C:7]2[C:8]3[N:9]([CH:33]=[C:34]([CH2:36][CH2:37][C:38]4[CH:47]=[CH:46][C:45]5[C:40](=[CH:41][CH:42]=[CH:43][CH:44]=5)[N:39]=4)[N:35]=3)[C:10]([C:13]3[CH:18]=[CH:17][C:16]([N:19]4[C:23](=[O:24])[N:22](COCC[Si](C)(C)C)[CH:21]=[N:20]4)=[CH:15][CH:14]=3)=[CH:11][N:12]=2)[CH2:3][CH2:2]1.C(Cl)Cl.C(O)(C(F)(F)F)=O.O.CCO.CCN(C(C)C)C(C)C>C(Cl)(Cl)Cl>[O:1]1[CH2:2][CH2:3][N:4]([C:7]2[C:8]3[N:9]([CH:33]=[C:34]([CH2:36][CH2:37][C:38]4[CH:47]=[CH:46][C:45]5[C:40](=[CH:41][CH:42]=[CH:43][CH:44]=5)[N:39]=4)[N:35]=3)[C:10]([C:13]3[CH:18]=[CH:17][C:16]([N:19]4[C:23](=[O:24])[NH:22][CH:21]=[N:20]4)=[CH:15][CH:14]=3)=[CH:11][N:12]=2)[CH2:5][CH2:6]1 |f:1.2.3|. Reported procedure: Compound 84e (89.8 mg, 0.138 mmol) was treated with 5 mL of DCM-TFA-water (30:10:1) and stirred at rt for 14 h. EtOH (1 mL) was added and the mixture was concentrated to a yellow resin (112 mg). The resulting material was taken up in MeOH (20 mL) and CHCl3 (10 mL), treated with DIEA (241 μL, 1.38 mmol), refluxed for 2 h, and then concentrated to give a beige solid. The solid was then purified by flash column chromatography on silica gel (100% EtOAc, followed by 0-30% MeOH-EtOAc) to afford a beig... Reactants: CN(C)CCN, COCCOC, [O-][n+]1nc(Cl)nc2cc3c(cc21)OCCC3. Product: CN(C)CCNc1nc2cc3c(cc2[n+]([O-])n1)OCCC3. Reaction SMILES: [CH3:1][N:2]([CH2:3][CH2:4][NH2:5])[CH3:6].[CH3:23][O:24][CH2:25][CH2:26][O:27][CH3:28].[Cl:7][c:8]1[n:9][n+:10]([O-:22])[c:11]2[c:12]([n:13]1)[cH:14][c:15]1[c:20]([cH:21]2)[O:19][CH2:18][CH2:17][CH2:16]1>>[CH3:1][N:2]([CH2:3][CH2:4][NH:5][c:8]1[n:9][n+:10]([O-:22])[c:11]2[c:12]([n:13]1)[cH:14][c:15]1[c:20]([cH:21]2)[O:19][CH2:18][CH2:17][CH2:16]1)[CH3:6]. Reactants: C1=CC(=CC(=C1)Cl)C(=O)OO (mCPBA), C(=C)C1=CC2=C(C(OC2)=O)C=C1 (5-Ethenyl-2-benzofuran-1(3H)-one), olefin, C1=CC(=CC(=C1)Cl)C(=O)OO (mCPBA). Solvent: C(Cl)Cl (DCM). Run at time 8 hour. The product is O1C(C1)C1=CC2=C(C(OC2)=O)C=C1 (5-(oxiran-2-yl)-2-benzofuran-1(3H)-one). Reaction SMILES: [CH:1]([C:3]1[CH:12]=[CH:11][C:6]2[C:7](=[O:10])[O:8][CH2:9][C:5]=2[CH:4]=1)=[CH2:2].C1C=C(Cl)C=C(C(OO)=[O:21])C=1>C(Cl)Cl>[O:21]1[CH2:2][CH:1]1[C:3]1[CH:12]=[CH:11][C:6]2[C:7](=[O:10])[O:8][CH2:9][C:5]=2[CH:4]=1. Procedure: 5-Ethenyl-2-benzofuran-1(3H)-one (28.4 g, 177 mmol) was dissolved in DCM (400 mL) then mCPBA (47.7 g, 213 mmol) was added. The mixture was stirred at room temperature overnight. Some starting olefin remained. Another 25 g of mCPBA was added and the mixture was stirred overnight. The mixture was poured into ice cold Na2SO3 solution (saturated). The layers were separated and the organic layer was washed with 5% NaOH solution, brine, then was dried (MgSO4). The crude product was purified by MPLC (3...